The task is: describe an organic reaction: reactants, conditions, products, and yield. This data is from the Open Reaction Database (ORD), a public repository of structured organic reaction records. Reactants: O1CCOC12CCC(CC2)N2C=1N(C(=C(C2=O)CC2=C(C=C(C=C2)C=2C(=CC=CC2)C#N)F)CCC)N=CN1 (4′-{[4-(1,4-dioxaspiro[4.5]dec-8-yl)-5-oxo-7-propyl-4,5-dihydro[1,2,4]triazolo[1,5-a]pyrimidin-6-yl]methyl}-3′-fluorobiphenyl-2-carbonitrile), O.C1(=CC=C(C=C1)S(=O)(=O)O)C (p-toluenesulfonic acid monohydrate), CO (methanol), O1CCCC1 (tetrahydrofuran). Solvent: C(C)(=O)OCC (ethyl acetate). Run at temperature 60 celsius, time 16 hour. The product is FC=1C=C(C=CC1CC=1C(N(C=2N(C1CCC)N=CN2)C2CCC(CC2)=O)=O)C=2C(=CC=CC2)C#N (3′-fluoro-4′-{[5-oxo-4-(4-oxocyclohexyl)-7-propyl-4,5-dihydro[1,2,4]triazolo[1,5-a]pyrimidin-6-yl]methyl}biphenyl-2-carbonitrile). Isolated yield 73.9%. RXN SMILES: O1[C:5]2([CH2:10][CH2:9][CH:8]([N:11]3[C:16](=[O:17])[C:15]([CH2:18][C:19]4[CH:24]=[CH:23][C:22]([C:25]5[C:26]([C:31]#[N:32])=[CH:27][CH:28]=[CH:29][CH:30]=5)=[CH:21][C:20]=4[F:33])=[C:14]([CH2:34][CH2:35][CH3:36])[N:13]4[N:37]=[CH:38][N:39]=[C:12]34)[CH2:7][CH2:6]2)[O:4]CC1.O.C1(C)C=CC(S(O)(=O)=O)=CC=1.CO.O1CCCC1>C(OCC)(=O)C>[F:33][C:20]1[CH:21]=[C:22]([C:25]2[C:26]([C:31]#[N:32])=[CH:27][CH:28]=[CH:29][CH:30]=2)[CH:23]=[CH:24][C:19]=1[CH2:18][C:15]1[C:16](=[O:17])[N:11]([CH:8]2[CH2:7][CH2:6][C:5](=[O:4])[CH2:10][CH2:9]2)[C:12]2[N:13]([N:37]=[CH:38][N:39]=2)[C:14]=1[CH2:34][CH2:35][CH3:36] |f:1.2|. Procedure: A mixture of 4′-{[4-(1,4-dioxaspiro[4.5]dec-8-yl)-5-oxo-7-propyl-4,5-dihydro[1,2,4]triazolo[1,5-a]pyrimidin-6-yl]methyl}-3′-fluorobiphenyl-2-carbonitrile (3.1 g), p-toluenesulfonic acid monohydrate (0.1 g), methanol (50 mL) and tetrahydrofuran (50 mL) was stirred at 60° C. for 16 hr. The reaction mixture was diluted with ethyl acetate, washed with saturated brine, and dried over anhydrous magnesium sulfate. The solvent was evaporated under reduced pressure. The obtained residue was dissolved in ...